From a dataset of the Open Reaction Database (ORD), a public repository of structured organic reaction records. describe an organic reaction: reactants, conditions, products, and yield The reactants are CN(C)CC1=CC2=C(CN(CC2)C(=O)C2=CC=C(\C=C/C3=C(C=CC=C3)Cl)C=C2)O1 ((Z)-N,N-Dimethyl-[6-(2-chlorostilbene-4'-carbonyl)-4,5,6,7-tetrahydrofuro[2,3-c]pyridin-2-ylmethyl]amine), Cl (hydrogen chloride). Solvent: CO (methanol), C(C)(=O)OCC (ethyl acetate). Yields the product Cl.CN(C)CC1=CC2=C(CN(CC2)C(=O)C2=CC=C(\C=C/C3=C(C=CC=C3)Cl)C=C2)O1 ((Z)-N,N-dimethyl-[6-(2-chlorostilbene-4'-carbonyl)-4,5,6,7-tetrahydrofuro[2,3-c]pyridin-2-ylmethyl]amine hydrochloride). RXN SMILES: [CH3:1][N:2]([CH2:4][C:5]1[O:30][C:8]2[CH2:9][N:10]([C:13]([C:15]3[CH:29]=[CH:28][C:18](/[CH:19]=[CH:20]\[C:21]4[CH:26]=[CH:25][CH:24]=[CH:23][C:22]=4[Cl:27])=[CH:17][CH:16]=3)=[O:14])[CH2:11][CH2:12][C:7]=2[CH:6]=1)[CH3:3].Cl>CO.C(OCC)(=O)C>[ClH:27].[CH3:1][N:2]([CH2:4][C:5]1[O:30][C:8]2[CH2:9][N:10]([C:13]([C:15]3[CH:29]=[CH:28][C:18](/[CH:19]=[CH:20]\[C:21]4[CH:26]=[CH:25][CH:24]=[CH:23][C:22]=4[Cl:27])=[CH:17][CH:16]=3)=[O:14])[CH2:11][CH2:12][C:7]=2[CH:6]=1)[CH3:3] |f:4.5|. Reported procedure: (Z)-N,N-Dimethyl-[6-(2-chlorostilbene-4'-carbonyl)-4,5,6,7-tetrahydrofuro[2,3-c]pyridin-2-ylmethyl]amine 0.602 g was dissolved in 2 ml of methanol; hydrogen chloride in ethyl acetate was added in excess, followed by stirring. This mixture was concentrated to yield the desired product. Reactants: CN(C)C=O (DMF), OC1=C(C(=O)OC)C=CC(=C1)O (methyl 2,4-dihydroxybenzoate), C([O-])([O-])=O.[K+].[K+] (potassium carbonate), C(\C=C(/C)\CCC=C(C)C)Br (geranyl bromide). The solvent is O (water). Reaction conditions: time 1 hour. Yields the product C\C(=C/COC1=CC(=C(C(=O)OC)C=C1)O)\CCC=C(C)C (methyl 4-{(2E)-3,7-dimethylocta-2,6-dienyloxy}-2-hydroxybenzoate). The yield is 76.2%. As a reaction SMILES: CN(C=O)C.[OH:6][C:7]1[CH:16]=[C:15]([OH:17])[CH:14]=[CH:13][C:8]=1[C:9]([O:11][CH3:12])=[O:10].C(=O)([O-])[O-].[K+].[K+].[CH2:24](Br)/[CH:25]=[C:26](/[CH2:28][CH2:29][CH:30]=[C:31]([CH3:33])[CH3:32])\[CH3:27]>O>[CH3:27]/[C:26](/[CH2:28][CH2:29][CH:30]=[C:31]([CH3:33])[CH3:32])=[CH:25]\[CH2:24][O:17][C:15]1[CH:14]=[CH:13][C:8]([C:9]([O:11][CH3:12])=[O:10])=[C:7]([OH:6])[CH:16]=1 |f:2.3.4|. Procedure: In 80 m of DMF were poured 13.1 g (78.0 mmol) of methyl 2,4-dihydroxybenzoate and 18.9 g (86.9 mmol) of potassium carbonate, and 12.0 g (86.9 mmol) of geranyl bromide was added thereto dropwise at 5° C. After the addition, the mixture was stirred at room temperature for 1 hour, poured into 300 ml of water, and extracted with 250 ml of ethyl acetate. The extract was washed with water and a saturated sodium chloride aqueous solution, dried over sodium sulfate, and concentrated. The resulting crude... Starting materials: ClCCCN1CCC(c2ccccc2)CC1, ClCN1CCC(c2ccccc2)CC1, O=C1NC(c2ccccc2)(c2ccccn2)C(=O)N1CCN1CCC(c2ccccc2)CC1. The product is O=C1NC(c2ccccc2)(c2ccccn2)C(=O)N1CCCN1CCC(c2ccccc2)CC1. RXN SMILES: [Cl:15][CH2:16][CH2:17][CH2:18][N:19]1[CH2:20][CH2:21][CH:22]([c:23]2[cH:24][cH:25][cH:26][cH:27][cH:28]2)[CH2:29][CH2:30]1.[Cl:1][CH2:2][N:3]1[CH2:4][CH2:5][CH:6]([c:9]2[cH:10][cH:11][cH:12][cH:13][cH:14]2)[CH2:7][CH2:8]1.[c:31]1([CH:32]2[CH2:33][CH2:34][N:35]([CH2:43][CH2:44][N:45]3[C:46](=[O:63])[NH:47][C:48]([c:51]4[n:52][cH:53][cH:54][cH:55][cH:56]4)([c:57]4[cH:58][cH:59][cH:60][cH:61][cH:62]4)[C:49]3=[O:50])[CH2:36][CH2:37]2)[cH:38][cH:39][cH:40][cH:41][cH:42]1>>[CH2:2]([N:3]1[CH2:4][CH2:5][CH:6]([c:9]2[cH:10][cH:11][cH:12][cH:13][cH:14]2)[CH2:7][CH2:8]1)[CH2:43][CH2:44][N:45]1[C:46](=[O:63])[NH:47][C:48]([c:51]2[n:52][cH:53][cH:54][cH:55][cH:56]2)([c:57]2[cH:58][cH:59][cH:60][cH:61][cH:62]2)[C:49]1=[O:50].